This data is from the Open Reaction Database (ORD), a public repository of structured organic reaction records. The task is: describe an organic reaction: reactants, conditions, products, and yield The reactants are CC(C)(C)OC(=O)CCC(NC(=O)OCc1ccccc1)C(=O)O, CN1CCOCC1, CCOC(C)=O, FC(F)(F)c1cccc(N2CCNCC2)c1, CN(C)C=O. The product is CC(C)(C)OC(=O)CCC(NC(=O)OCc1ccccc1)C(=O)N1CCN(c2cccc(C(F)(F)F)c2)CC1. As a reaction SMILES: [C:1]([CH3:2])([CH3:3])([CH3:4])[O:5][C:6]([CH2:7][CH2:8][CH:9]([C:10](=[O:11])[OH:12])[NH:13][C:14](=[O:15])[O:16][CH2:17][c:18]1[cH:19][cH:20][cH:21][cH:22][cH:23]1)=[O:24].[CH3:25][N:26]1[CH2:27][CH2:28][O:29][CH2:30][CH2:31]1.[CH3:53][CH2:54][O:55][C:56](=[O:57])[CH3:58].[F:32][C:33]([c:34]1[cH:35][c:36]([N:40]2[CH2:41][CH2:42][NH:43][CH2:44][CH2:45]2)[cH:37][cH:38][cH:39]1)([F:46])[F:47].[O:48]=[CH:49][N:50]([CH3:51])[CH3:52]>>[C:1]([CH3:2])([CH3:3])([CH3:4])[O:5][C:6]([CH2:7][CH2:8][CH:9]([C:10](=[O:12])[N:43]1[CH2:42][CH2:41][N:40]([c:36]2[cH:35][c:34]([C:33]([F:32])([F:46])[F:47])[cH:39][cH:38][cH:37]2)[CH2:45][CH2:44]1)[NH:13][C:14](=[O:15])[O:16][CH2:17][c:18]1[cH:19][cH:20][cH:21][cH:22][cH:23]1)=[O:24]. The reactants are CCOC(=O)c1cc(OC(C)=O)c2c(C)csc2c1, O=C([O-])[O-], CCO, ClCCl, [K+], [K+]. Product: CCOC(=O)c1cc(O)c2c(C)csc2c1. RXN SMILES: [C:1](=[O:2])([CH3:3])[O:4][c:5]1[cH:6][c:7]([C:15](=[O:16])[O:17][CH2:18][CH3:19])[cH:8][c:9]2[c:10]1[c:11]([CH3:14])[cH:12][s:13]2.[C:20](=[O:21])([O-:22])[O-:23].[CH3:26][CH2:27][OH:28].[Cl:29][CH2:30][Cl:31].[K+:24].[K+:25]>>[OH:4][c:5]1[cH:6][c:7]([C:15](=[O:16])[O:17][CH2:18][CH3:19])[cH:8][c:9]2[c:10]1[c:11]([CH3:14])[cH:12][s:13]2. Reactants: P(=O)([O-])([O-])[O-] (Phosphate), CC1(OCC2=C(O1)C=CC(=C2)[C@@H]2CNC(O2)=O)C ((5R)-5-(2,2-dimethyl-4H-1,3-benzodioxin-6-yl)-1,3-oxazolidin-2-one), BrCCCCCCBr (1,6-dibromohexane), [H-].[Na+] (sodium hydride). The solvent is O (water), CN(C)C=O (DMF). Run at time 30 minute. Product: BrCCCCCCN1C(O[C@@H](C1)C1=CC2=C(OC(OC2)(C)C)C=C1)=O ((5R)-3-(6-Bromohexyl)-5-(2,2-dimethyl-4H-1,3-benzodioxin-6-yl)-1,3-oxazolidin-2-one). RXN SMILES: [CH3:1][C:2]1([CH3:18])[O:7][C:6]2[CH:8]=[CH:9][C:10]([C@H:12]3[O:16][C:15](=[O:17])[NH:14][CH2:13]3)=[CH:11][C:5]=2[CH2:4][O:3]1.[Br:19][CH2:20][CH2:21][CH2:22][CH2:23][CH2:24][CH2:25]Br.[H-].[Na+].P([O-])([O-])([O-])=O>CN(C=O)C.O>[Br:19][CH2:20][CH2:21][CH2:22][CH2:23][CH2:24][CH2:25][N:14]1[CH2:13][C@@H:12]([C:10]2[CH:9]=[CH:8][C:6]3[O:7][C:2]([CH3:18])([CH3:1])[O:3][CH2:4][C:5]=3[CH:11]=2)[O:16][C:15]1=[O:17] |f:2.3|. Procedure details: A solution of (5R)-5-(2,2-dimethyl-4H-1,3-benzodioxin-6-yl)-1,3-oxazolidin-2-one (5.00 g) and 1,6-dibromohexane (9.26 ml) in DMF (50 ml) at 0° under nitrogen was treated in three equal portions with sodium hydride (60% dispersion in mineral oil, 963 mg). The mixture was stirred at 0° for 30 min and then at 20° for a further 2.5 h. Phosphate buffer solution (pH 6.5, 50 ml) and water (150 ml) were added and the mixture was extracted with diethyl ether (2×150 ml). The combined extracts were washed ... Starting materials: O=C([O-])[O-], CN(C)C=O, Clc1ccc2nc(Cl)ccc2c1, [K+], [K+], O, OCc1ccccc1S. The product is OCc1ccccc1Sc1ccc2cc(Cl)ccc2n1. RXN SMILES: [C:22](=[O:23])([O-:24])[O-:25].[CH3:29][N:30]([CH3:31])[CH:32]=[O:33].[Cl:10][c:11]1[n:12][c:13]2[cH:14][cH:15][c:16]([Cl:21])[cH:17][c:18]2[cH:19][cH:20]1.[K+:26].[K+:27].[OH2:28].[SH:1][c:2]1[c:3]([CH2:4][OH:5])[cH:6][cH:7][cH:8][cH:9]1>>[S:1]([c:2]1[c:3]([CH2:4][OH:5])[cH:6][cH:7][cH:8][cH:9]1)[c:11]1[n:12][c:13]2[cH:14][cH:15][c:16]([Cl:21])[cH:17][c:18]2[cH:19][cH:20]1. The reactants are CCOCC (ether), Grignard reagent, [Mg] (magnesium), CI (methyl iodide), C(C1=CC=CC=C1)OC=1C=C(C=CC1OCC1=CC=CC=C1)CCC(CCCCCC)=O (1-(3,4-dibenzyloxyphenyl)-3-nonanone), resultant mixture. Solvent: O1CCCC1 (tetrahydrofuran). Product: C(C1=CC=CC=C1)OC=1C=C(C=CC1OCC1=CC=CC=C1)CCC(CCCCCC)(O)C (1-(3,4-dibenzyloxyphenyl)-3-methyl-3-nonanol). As a reaction SMILES: [CH2:1]([O:8][C:9]1[CH:10]=[C:11]([CH2:23][CH2:24][C:25](=[O:32])[CH2:26][CH2:27][CH2:28][CH2:29][CH2:30][CH3:31])[CH:12]=[CH:13][C:14]=1[O:15][CH2:16][C:17]1[CH:22]=[CH:21][CH:20]=[CH:19][CH:18]=1)[C:2]1[CH:7]=[CH:6][CH:5]=[CH:4][CH:3]=1.[CH3:33]COCC.[Mg].CI>O1CCCC1>[CH2:1]([O:8][C:9]1[CH:10]=[C:11]([CH2:23][CH2:24][C:25]([CH3:33])([OH:32])[CH2:26][CH2:27][CH2:28][CH2:29][CH2:30][CH3:31])[CH:12]=[CH:13][C:14]=1[O:15][CH2:16][C:17]1[CH:22]=[CH:21][CH:20]=[CH:19][CH:18]=1)[C:2]1[CH:3]=[CH:4][CH:5]=[CH:6][CH:7]=1. Procedure: A solution of 1.75 g of 1-(3,4-dibenzyloxyphenyl)-3-nonanone in 10 ml of tetrahydrofuran was cooled to 0° to 5° C. and then an ether solution of a Grignard reagent prepared from 0.24 g of metallic magnesium and 1.7 g of methyl iodide was added dropwise to the mixture. Thereafter, the resultant mixture was stirred for 15 minutes and after adding thereto 50 ml of an aqueous 5% hydrochloric acid solution, the product was extracted with toluene. The extract was washed with water, dried over anhydrou... The reactants are C1(=CC=CC=C1)S(=O)(=O)N1C(N(C(C1)C1=CC(=CC=C1)Br)C1=CC=CC=C1)=O (1-benzenesulfonyl-4-(3-bromo-phenyl)-3-phenyl-imidazolidin-2-one), CS(=O)(=O)C=1C=C(C=CC1)B(O)O ((3-methylsulfonylphenyl)boronic acid), C([O-])([O-])=O.[Na+].[Na+] (sodium carbonate). The reagents and catalysts are C1=CC=C(C=C1)P([C-]2C=CC=C2)C3=CC=CC=C3.C1=CC=C(C=C1)P([C-]2C=CC=C2)C3=CC=CC=C3.Cl[Pd]Cl.[Fe+2].ClCCl (dichloro[1,1′-bis(diphenylphosphino)ferrocene]palladium dichloromethane). The solvent is O1CCOCC1.O (dioxane water). Yields the product C1(=CC=CC=C1)S(=O)(=O)N1C(N(C(C1)C=1C=C(C=CC1)C1=CC(=CC=C1)S(=O)(=O)C)C1=CC=CC=C1)=O (1-benzenesulfonyl-4-(3′-methanesulfonyl-biphenyl-3-yl)-3-phenyl-imidazolidin-2-one). Reaction SMILES: [C:1]1([S:7]([N:10]2[CH2:14][CH:13]([C:15]3[CH:20]=[CH:19][CH:18]=[C:17](Br)[CH:16]=3)[N:12]([C:22]3[CH:27]=[CH:26][CH:25]=[CH:24][CH:23]=3)[C:11]2=[O:28])(=[O:9])=[O:8])[CH:6]=[CH:5][CH:4]=[CH:3][CH:2]=1.[CH3:29][S:30]([C:33]1[CH:34]=[C:35](B(O)O)[CH:36]=[CH:37][CH:38]=1)(=[O:32])=[O:31].C(=O)([O-])[O-].[Na+].[Na+]>O1CCOCC1.O.C1C=CC(P(C2C=CC=CC=2)[C-]2C=CC=C2)=CC=1.C1C=CC(P(C2C=CC=CC=2)[C-]2C=CC=C2)=CC=1.Cl[Pd]Cl.[Fe+2].ClCCl>[C:1]1([S:7]([N:10]2[CH2:14][CH:13]([C:15]3[CH:16]=[C:17]([C:37]4[CH:36]=[CH:35][CH:34]=[C:33]([S:30]([CH3:29])(=[O:32])=[O:31])[CH:38]=4)[CH:18]=[CH:19][CH:20]=3)[N:12]([C:22]3[CH:27]=[CH:26][CH:25]=[CH:24][CH:23]=3)[C:11]2=[O:28])(=[O:9])=[O:8])[CH:6]=[CH:5][CH:4]=[CH:3][CH:2]=1 |f:2.3.4,5.6,7.8.9.10.11|. Procedure details: In analogy to example 1, step 3, 1-benzenesulfonyl-4-(3-bromo-phenyl)-3-phenyl-imidazolidin-2-one (example 5, step 2) was reacted with (3-methylsulfonylphenyl)boronic acid in the presence of dichloro[1,1′-bis(diphenylphosphino)ferrocene]palladium dichloromethane adduct and sodium carbonate in dioxane/water to give 1-benzenesulfonyl-4-(3′-methanesulfonyl-biphenyl-3-yl)-3-phenyl-imidazolidin-2-one as an off-white solid. MS: 533.1 ([M+H]+)